This data is from the Open Reaction Database (ORD), a public repository of structured organic reaction records. The task is: describe an organic reaction: reactants, conditions, products, and yield Solvent: C(C)(=O)O (acetic acid). RXN SMILES: C[O:2][C:3](=[O:26])[CH2:4][CH2:5][CH2:6][CH2:7][CH2:8][CH2:9][CH2:10][C:11]1[O:12][C:13]([CH2:16][CH2:17][C:18]([OH:25])([CH3:24])[CH2:19][CH2:20][CH2:21][CH2:22][CH3:23])=[CH:14][CH:15]=1.CO.C(=O)([O-])[O-].[K+].[K+].O>C(O)(=O)C>[OH:25][C:18]([CH3:24])([CH2:19][CH2:20][CH2:21][CH2:22][CH3:23])[CH2:17][CH2:16][C:13]1[O:12][C:11]([CH2:10][CH2:9][CH2:8][CH2:7][CH2:6][CH2:5][CH2:4][C:3]([OH:26])=[O:2])=[CH:15][CH:14]=1 |f:2.3.4|. Starting materials: COC(CCCCCCCC=1OC(=CC1)CCC(CCCCC)(C)O)=O (8-[5-(3-Hydroxy-3-methyloctyl)-2-furyl]-octanoic acid methyl ester), CO (methanol), C([O-])([O-])=O.[K+].[K+] (potassium cabonate), O (water). Product: OC(CCC1=CC=C(O1)CCCCCCCC(=O)O)(CCCCC)C (8-[5-(3-Hydroxy-3-methyloctyl)-2-furyl]-octanoic acid). Procedure details: A mixture of XIII (0.91 g, 0.0025 mole), methanol (10 ml), and 20% potassium cabonate (5 ml) was stirred and refluxed for 90 minutes. The clear yellow solution was mixed with water (15 ml) and acidified to pH 5-6 with acetic acid. The emulsion was extracted with two 15-ml portions of ether. The combined ethereal extracts were dried over magnesium sulfate. Ether was distilled off from a water bath (60°C), at last under 0.1 mm Hg. The yellow, oily residue (0.86 g) was purified by chromatography on...